This data is from the Open Reaction Database (ORD), a public repository of structured organic reaction records. The task is: describe an organic reaction: reactants, conditions, products, and yield The product is [Si](C)(C)(C(C)(C)C)OCCOC1=CC=C(C=C1)C1=C(C(=NN1C1=CC=C(C=C1)OC)C(F)(F)F)C (5-[4-(2-{[tert-butyl(dimethyl)silyl]oxy}-ethoxy)phenyl]-1-(4-methoxyphenyl)-4-methyl-3-(trifluoromethyl)-1-H-pyrazole). Yield: 73.0%. As a reaction SMILES: O[C:2]1[CH:3]=[CH:4][CH:5]=[C:6]([C:8]2[N:12]([C:13]3[CH:18]=[CH:17][C:16]([O:19][CH3:20])=[CH:15][CH:14]=3)[N:11]=[C:10]([C:21]([F:24])([F:23])[F:22])[C:9]=2[CH3:25])[CH:7]=1.Br[CH2:27][CH2:28][O:29][Si:30]([C:33]([CH3:36])([CH3:35])[CH3:34])([CH3:32])[CH3:31].[H-].[Na+].CN(C=[O:43])C>>[Si:30]([O:29][CH2:28][CH2:27][O:43][C:3]1[CH:2]=[CH:7][C:6]([C:8]2[N:12]([C:13]3[CH:18]=[CH:17][C:16]([O:19][CH3:20])=[CH:15][CH:14]=3)[N:11]=[C:10]([C:21]([F:23])([F:22])[F:24])[C:9]=2[CH3:25])=[CH:5][CH:4]=1)([C:33]([CH3:36])([CH3:35])[CH3:34])([CH3:32])[CH3:31] |f:2.3|. Reported procedure: To a solution of 5-(hydroxyl)phenyl-1-(4-methoxyphenyl)-4-methyl-3-(trifluoromethyl)-1H-pyrazole (5.0 g) and 2-bromoethoxy-tert-butyldimethylsilane (6.87 g) in DMF (100 ml) was added portionwise NaH (919 mg, 50% in oil) at room temperature. The reacion mixture was stirred overnight. The reaction mixture was quenched with water. Aqueouslayer was extracted twice with EtOAc. Combined organic layer was washed twice with water, and brine. Dried, filtered and evaporated under reduced pressure to give ... Reactants: OC=1C=CC=C(C1)C1=C(C(=NN1C1=CC=C(C=C1)OC)C(F)(F)F)C (5-(hydroxyl)phenyl-1-(4-methoxyphenyl)-4-methyl-3-(trifluoromethyl)-1H-pyrazole), BrCCO[Si](C)(C)C(C)(C)C (2-bromoethoxy-tert-butyldimethylsilane), [H-].[Na+] (NaH), CN(C)C=O (DMF). Run at time 8 hour.